describe an organic reaction: reactants, conditions, products, and yield From a dataset of the Open Reaction Database (ORD), a public repository of structured organic reaction records. Yields the product COc1cc2nccc(Oc3ccc(C)nc3-c3ccccc3OC)c2cc1OC. As a reaction SMILES: [CH3:24][O:25][c:26]1[c:27]([B:32]([OH:33])[OH:34])[cH:28][cH:29][cH:30][cH:31]1.[CH3:40][c:41]1[cH:42][cH:43][cH:44][cH:45][cH:46]1.[I:1][c:2]1[n:3][c:4]([CH3:23])[cH:5][cH:6][c:7]1[O:8][c:9]1[cH:10][cH:11][n:12][c:13]2[cH:14][c:15]([O:21][CH3:22])[c:16]([O:19][CH3:20])[cH:17][c:18]12.[Na+:35].[OH:36][C:37](=[O:38])[O-:39]>>[c:2]1(-[c:27]2[c:26]([O:25][CH3:24])[cH:31][cH:30][cH:29][cH:28]2)[n:3][c:4]([CH3:23])[cH:5][cH:6][c:7]1[O:8][c:9]1[cH:10][cH:11][n:12][c:13]2[cH:14][c:15]([O:21][CH3:22])[c:16]([O:19][CH3:20])[cH:17][c:18]12. The reactants are COc1ccccc1B(O)O, Cc1ccccc1, COc1cc2nccc(Oc3ccc(C)nc3I)c2cc1OC, [Na+], O=C([O-])O.